This data is from the Open Reaction Database (ORD), a public repository of structured organic reaction records. The task is: describe an organic reaction: reactants, conditions, products, and yield The reactants are C1CCOC1, CC(=O)O, COc1cccc2c1nc(C(F)F)n2-c1nc(Cl)nc(N2CCOCC2)n1, [Li]CCCC, COc1ccncc1N, O. The product is COc1ccncc1Nc1nc(N2CCOCC2)nc(-n2c(C(F)F)nc3c(OC)cccc32)n1. RXN SMILES: [CH2:42]1[O:43][CH2:44][CH2:45][CH2:46]1.[CH3:47][C:48](=[O:49])[OH:50].[Cl:15][c:16]1[n:17][c:18](-[n:28]2[c:29]([CH:39]([F:40])[F:41])[n:30][c:31]3[c:32]2[cH:33][cH:34][cH:35][c:36]3[O:37][CH3:38])[n:19][c:20]([N:22]2[CH2:23][CH2:24][O:25][CH2:26][CH2:27]2)[n:21]1.[Li:10][CH2:11][CH2:12][CH2:13][CH3:14].[NH2:1][c:2]1[cH:3][n:4][cH:5][cH:6][c:7]1[O:8][CH3:9].[OH2:51]>>[NH:1]([c:2]1[cH:3][n:4][cH:5][cH:6][c:7]1[O:8][CH3:9])[c:16]1[n:17][c:18](-[n:28]2[c:29]([CH:39]([F:40])[F:41])[n:30][c:31]3[c:32]2[cH:33][cH:34][cH:35][c:36]3[O:37][CH3:38])[n:19][c:20]([N:22]2[CH2:23][CH2:24][O:25][CH2:26][CH2:27]2)[n:21]1. The reactants are acid bromide, [C@H]1(C[C@@H](CCC1)O)O (cis-1,3-cyclohexanediol), CC(C)([O-])C.[K+] (potassium tert-butoxide), BrCC1=C(C(=O)OC)C(=CC=C1)C (methyl 2-bromomethyl-6-methylbenzoate), CC1=C(C(=O)OC)C(=CC=C1)C (methyl 2,6-dimethylbenzoate). Solvent: C(C)(C)(C)OC (methyl tert-butyl ether), O (Water), C(OC)COC (dimethoxyethane). Reaction conditions: temperature 5 celsius, time 30 minute. The product is O[C@H]1C[C@H](CCC1)OCC1=C(C(=O)OC)C(=CC=C1)C (racemic methyl cis-2-(3-hydroxycyclohexyloxymethyl)-6-methylbenzoate). The yield is 14.2%. Reaction SMILES: [C@H:1]1([OH:8])[CH2:6][CH2:5][CH2:4][C@@H:3]([OH:7])[CH2:2]1.CC(C)([O-])C.[K+].Br[CH2:16][C:17]1[CH:26]=[CH:25][CH:24]=[C:23]([CH3:27])[C:18]=1[C:19]([O:21][CH3:22])=[O:20].CC1C=CC=C(C)C=1C(OC)=O>C(COC)OC.C(OC)(C)(C)C.O>[OH:7][C@@H:3]1[CH2:4][CH2:5][CH2:6][C@H:1]([O:8][CH2:16][C:17]2[CH:26]=[CH:25][CH:24]=[C:23]([CH3:27])[C:18]=2[C:19]([O:21][CH3:22])=[O:20])[CH2:2]1 |f:1.2|. Procedure: 5 g (42.8 mmol) of cis-1,3-cyclohexanediol were dissolved in 50 ml of dimethoxyethane (DME), admixed at 20–23° C. with 3.36 g (30 mmol) of potassium tert-butoxide (KOtBu) and stirred. After about 30 minutes, the mixture is cooled to 5° C. and 3.7 g (approx. 50%) of methyl 2-bromomethyl-6-methylbenzoate, which may be prepared, for example, by methanolyzing the acid bromide (2-bromomethyl-6-methylbenzoyl bromide) or by brominating methyl 2,6-dimethylbenzoate, are added dropwise. The mixture is sti... Starting materials: COc1ccc(C2CNCc3c2ccc(OC)c3OC)cc1OC, CC(=O)O, ClCCl. Product: COc1ccc(C2CN(C(C)=O)Cc3c2ccc(OC)c3OC)cc1OC. As a reaction SMILES: [CH3:1][O:2][c:3]1[cH:4][cH:5][c:6]2[c:11]([c:12]1[O:13][CH3:14])[CH2:10][NH:9][CH2:8][CH:7]2[c:15]1[cH:16][c:17]([O:23][CH3:24])[c:18]([O:21][CH3:22])[cH:19][cH:20]1.[CH3:25][C:26]([OH:27])=[O:28].[Cl:29][CH2:30][Cl:31]>>[CH3:1][O:2][c:3]1[cH:4][cH:5][c:6]2[c:11]([c:12]1[O:13][CH3:14])[CH2:10][N:9]([C:26]([CH3:25])=[O:27])[CH2:8][CH:7]2[c:15]1[cH:16][c:17]([O:23][CH3:24])[c:18]([O:21][CH3:22])[cH:19][cH:20]1. Yields the product C1(=CC=CC2=CC=CC=C12)[C@@H]1[C@H](C)O1 ((1R, 2S)-1-(1-naphthyl)-1-propene oxide). Run at temperature 6 celsius, time 6 hour. Run in C(Cl)Cl (methylene chloride). Reaction SMILES: [C:1]1(/[CH:11]=[CH:12]\[CH3:13])[C:10]2[C:5](=[CH:6][CH:7]=[CH:8][CH:9]=2)[CH:4]=[CH:3][CH:2]=1.P([O-])([O-])(O)=[O:15].[Na+].[Na+]>C(Cl)Cl>[C:1]1([C@H:11]2[O:15][C@H:12]2[CH3:13])[C:10]2[C:5](=[CH:6][CH:7]=[CH:8][CH:9]=2)[CH:4]=[CH:3][CH:2]=1 |f:1.2.3|. Procedure details: (ref. E. Jacobsen, el al; JACS 1991, 7064.) The (Z)-1-(1-naphthyl)-propene (2.06 g, 0.012 mol) was dissolved in methylene chloride, and (R, R)-Jacobsen's catalyst (0.168 g) was added, then cooled to 6° C., and a bleach solution (10 mL, buffered to pH=11.3 with disodium hydrogen phosphate) was added. After 6 h at 6° C., the layers were separated, and the aqueous layer washed with ether. The combined organic layers were washed with water, then brine, dried over magnesium sulfate, filtered and roto... Reagents/catalysts: (R, R)-Jacobsen's catalyst. Starting materials: C1(=CC=CC2=CC=CC=C12)\C=C/C ((Z)-1-(1-naphthyl)-propene), P(=O)(O)([O-])[O-].[Na+].[Na+] (disodium hydrogen phosphate). The reactants are ClC1=NC=NC(=C1C(=O)Cl)Cl (4,6-dichloropyrimidine-5-carbonyl chloride), [Si](C)(C)(C(C)(C)C)OCCNC1=C(C=C(C=C1)C1CCC(CC1)CC(=O)OC)F (methyl 2-(4-(4-(2-(tert-butyldimethylsilyloxy)ethylamino)-3-fluorophenyl)cyclohexyl)acetate), TEA. The solvent is C1CCOC1 (THF). Run at time 14 hour. Product: [Si](C)(C)(C(C)(C)C)OCCN(C(=O)C=1C(=NC=NC1Cl)Cl)C1=C(C=C(C=C1)C1CCC(CC1)CC(=O)OC)F (methyl 2-(4-(4-(N-(2-(tert-butyldimethylsilyloxy) ethyl)-4,6-dichloropyrimidine-5-carboxamido)-3-fluorophenyl)cyclohexyl)acetate), oil. RXN SMILES: [Cl:1][C:2]1[C:7]([C:8](Cl)=[O:9])=[C:6]([Cl:11])[N:5]=[CH:4][N:3]=1.[Si:12]([O:19][CH2:20][CH2:21][NH:22][C:23]1[CH:28]=[CH:27][C:26]([CH:29]2[CH2:34][CH2:33][CH:32]([CH2:35][C:36]([O:38][CH3:39])=[O:37])[CH2:31][CH2:30]2)=[CH:25][C:24]=1[F:40])([C:15]([CH3:18])([CH3:17])[CH3:16])([CH3:14])[CH3:13]>C1COCC1>[Si:12]([O:19][CH2:20][CH2:21][N:22]([C:23]1[CH:28]=[CH:27][C:26]([CH:29]2[CH2:34][CH2:33][CH:32]([CH2:35][C:36]([O:38][CH3:39])=[O:37])[CH2:31][CH2:30]2)=[CH:25][C:24]=1[F:40])[C:8]([C:7]1[C:6]([Cl:11])=[N:5][CH:4]=[N:3][C:2]=1[Cl:1])=[O:9])([C:15]([CH3:18])([CH3:17])[CH3:16])([CH3:14])[CH3:13]. Procedure details: A mixture of 4,6-dichloropyrimidine-5-carbonyl chloride (82.5 mg, 0.390), methyl 2-(4-(4-(2-(tert-butyldimethylsilyloxy)ethylamino)-3-fluorophenyl)cyclohexyl)acetate (110 mg, 0.26 mmol) and TEA (0.054 mL, 0.39 mmol) in THF (2 mL) was stirred at room temperature under nitrogen for 14 hours. The reaction mixture was concentrated to remove THF. The residue was diluted with EtOAc, washed with water, dried over MgSO4 and concentrated. The crude material was purified by a 12 g silica gel column eluted...